From a dataset of the Open Reaction Database (ORD), a public repository of structured organic reaction records. describe an organic reaction: reactants, conditions, products, and yield Reactants: [Br-], CCc1c(C=O)oc2ccccc12, CC(C)C[Mg+], [Cl-], [NH4+], C1CCOC1, C1CCOC1. The product is CCc1c(C(O)CC(C)C)oc2ccccc12. RXN SMILES: [Br-:19].[CH2:1]([CH3:2])[c:3]1[c:4]([CH:12]=[O:13])[o:5][c:6]2[c:7]1[cH:8][cH:9][cH:10][cH:11]2.[CH2:20]([CH:21]([CH3:22])[CH3:23])[Mg+:24].[Cl-:25].[NH4+:26].[O:14]1[CH2:15][CH2:16][CH2:17][CH2:18]1.[O:27]1[CH2:28][CH2:29][CH2:30][CH2:31]1>>[CH2:1]([CH3:2])[c:3]1[c:4]([CH:12]([OH:13])[CH2:20][CH:21]([CH3:22])[CH3:23])[o:5][c:6]2[c:7]1[cH:8][cH:9][cH:10][cH:11]2. The reactants are C(C1=CC=CC=C1)OC1=C2CCCC(C2=CC=C1)C(=O)O (5-benzyloxy-1,2,3,4-tetrahydronaphthalene-1-carboxylic acid), C(C)(C)C1=CC=C(C=C1)NCC=1C=NC(=CC1)OC1=CC=CC=C1 ((4-isopropylphenyl)[(6-phenoxypyridin-3-yl)methyl]amine). Yields the product C(C1=CC=CC=C1)OC1=C2CCCC(C2=CC=C1)C(=O)N(CC=1C=NC(=CC1)OC1=CC=CC=C1)C1=CC=C(C=C1)C(C)C (5-benzyloxy-N-(4-isopropylphenyl)-N-[(6-phenoxypyridin-3-yl)methyl]-1,2,3,4-tetrahydronaphthalene-1-carboxamide). The yield is 48.8%. Reaction SMILES: [CH2:1]([O:8][C:9]1[CH:18]=[CH:17][CH:16]=[C:15]2[C:10]=1[CH2:11][CH2:12][CH2:13][CH:14]2[C:19](O)=[O:20])[C:2]1[CH:7]=[CH:6][CH:5]=[CH:4][CH:3]=1.[CH:22]([C:25]1[CH:30]=[CH:29][C:28]([NH:31][CH2:32][C:33]2[CH:34]=[N:35][C:36]([O:39][C:40]3[CH:45]=[CH:44][CH:43]=[CH:42][CH:41]=3)=[CH:37][CH:38]=2)=[CH:27][CH:26]=1)([CH3:24])[CH3:23]>>[CH2:1]([O:8][C:9]1[CH:18]=[CH:17][CH:16]=[C:15]2[C:10]=1[CH2:11][CH2:12][CH2:13][CH:14]2[C:19]([N:31]([C:28]1[CH:27]=[CH:26][C:25]([CH:22]([CH3:24])[CH3:23])=[CH:30][CH:29]=1)[CH2:32][C:33]1[CH:34]=[N:35][C:36]([O:39][C:40]2[CH:45]=[CH:44][CH:43]=[CH:42][CH:41]=2)=[CH:37][CH:38]=1)=[O:20])[C:2]1[CH:3]=[CH:4][CH:5]=[CH:6][CH:7]=1. Reported procedure: By the reaction and treatment in the same manner as in Example 12 using 5-benzyloxy-1,2,3,4-tetrahydronaphthalene-1-carboxylic acid (0.42 g) and (4-isopropylphenyl)[(6-phenoxypyridin-3-yl)methyl]amine (0.47 g) as starting materials, 5-benzyloxy-N-(4-isopropylphenyl)-N-[(6-phenoxypyridin-3-yl)methyl]-1,2,3,4-tetrahydronaphthalene-1-carboxamide (0.42 g) was obtained. Starting materials: C(C=C)(=O)OC (methyl acrylate), C(C=C)#N (acrylonitrile), C(C(=C)C)(=O)OC (methyl methacrylate), C=CC1=CC=CC=C1 (styrene). Yields the product C(C=C)#N (acrylonitrile), C=CC1=CC=CC=C1 (styrene), C(C=C)(=O)OCCCC (butyl acrylate). RXN SMILES: [C:1]([O:6][CH3:7])(=[O:5])[C:2](C)=[CH2:3].[C:8](OC)(=O)[CH:9]=[CH2:10].[C:14](#[N:17])[CH:15]=[CH2:16].[CH2:18]=[CH:19][C:20]1[CH:25]=[CH:24][CH:23]=[CH:22][CH:21]=1>>[C:14](#[N:17])[CH:15]=[CH2:16].[CH2:18]=[CH:19][C:20]1[CH:25]=[CH:24][CH:23]=[CH:22][CH:21]=1.[C:1]([O:6][CH2:7][CH2:8][CH2:9][CH3:10])(=[O:5])[CH:2]=[CH2:3]. Reported procedure: Polymerization was conducted in the same manner as in Production Example 16 excepting that 36 parts of methyl methacrylate and 2 parts of methyl acrylate used in graft polymerization was changed to 10 parts of acrylonitrile and 28 parts of styrene, obtaining graft copolymer latex obtained by graft-polymerizing acrylonitrile and styrene to butyl acrylate rubber. Starting materials: ClC1=CC(=C(C=C1Cl)N)N (4,5-dichlorophenylenediamine), C(C)(C)(C)OC(CC(C1=CC(=CC=C1)C1=NC=NC=C1)=O)=O (3-oxo-3-(3-pyrimidin-4-yl-phenyl)-propionic acid tert-butyl ester). The solvent is C=1(C(=CC=CC1)C)C (xylene). The product is ClC1=CC2=C(NC(CC(=N2)C2=CC(=CC=C2)C2=NC=NC=C2)=O)C=C1Cl (7,8-Dichloro-4-(3-pyrimidin-4-yl-phenyl)-1,3-dihydro-benzo[b][1,4]diazepin-2-one), solid. As a reaction SMILES: [Cl:1][C:2]1[C:7]([Cl:8])=[CH:6][C:5]([NH2:9])=[C:4]([NH2:10])[CH:3]=1.C([O:15][C:16](=O)[CH2:17][C:18](=O)[C:19]1[CH:24]=[CH:23][CH:22]=[C:21]([C:25]2[CH:30]=[CH:29][N:28]=[CH:27][N:26]=2)[CH:20]=1)(C)(C)C>C1(C)C(C)=CC=CC=1>[Cl:1][C:2]1[C:7]([Cl:8])=[CH:6][C:5]2[NH:9][C:16](=[O:15])[CH2:17][C:18]([C:19]3[CH:24]=[CH:23][CH:22]=[C:21]([C:25]4[CH:30]=[CH:29][N:28]=[CH:27][N:26]=4)[CH:20]=3)=[N:10][C:4]=2[CH:3]=1. Procedure: The title compound was prepared from 4,5-dichlorophenylenediamine (89 mg, 0.5 mmol) and 3-oxo-3-(3-pyrimidin-4-yl-phenyl)-propionic acid tert-butyl ester (Example K43) (164 mg, 0.55 mmol) by refluxing in xylene according to the general procedure M. Obtained as a light yellow solid (63 mg). Reactants: ClCCN1S(N(CC2=C1C=CC(=C2)[N+](=O)[O-])C(C)C)(=O)=O (1-(2-Chloroethyl)-3,4-dihydro-3-(1-methylethyl)-6-nitro-1H-2,1,3-benzothiadiazine-2,2-dioxide), CC(C)N1S(NC2=C(C1)C=C(C=C2)[N+](=O)[O-])(=O)=O (3,4-dihydro-3-(1-methylethyl)-6-nitro-1H-2,1,3-benzothiadiazine-2,2-dioxide), [N+](=O)([O-])C1=CC=C(N)C=C1 (4-nitroaniline), C(C)(C)NS(=O)(=O)Cl (isopropyl sulfamoyl chloride). Reagents/catalysts: [Pd] (palladium on charcoal). Solvent: C(C)O (ethanol). Run at time 1 hour. The product is NC=1C=CC2=C(CN(S(N2CCCl)(=O)=O)C(C)C)C1 (6-amino-1-(2-chloroethyl)-3,4-dihydro-3-(1-methylethyl)-1H-2,1,3-benzothiadiazine-2,2-dioxide). Reaction SMILES: [Cl:1][CH2:2][CH2:3][N:4]1[C:9]2[CH:10]=[CH:11][C:12]([N+:14]([O-])=O)=[CH:13][C:8]=2[CH2:7][N:6]([CH:17]([CH3:19])[CH3:18])[S:5]1(=[O:21])=[O:20].CC(N1CC2C=C([N+]([O-])=O)C=CC=2NS1(=O)=O)C.[N+](C1C=CC(N)=CC=1)([O-])=O.C(NS(Cl)(=O)=O)(C)C>C(O)C.[Pd]>[NH2:14][C:12]1[CH:11]=[CH:10][C:9]2[N:4]([CH2:3][CH2:2][Cl:1])[S:5](=[O:21])(=[O:20])[N:6]([CH:17]([CH3:18])[CH3:19])[CH2:7][C:8]=2[CH:13]=1. Procedure: 1-(2-Chloroethyl)-3,4-dihydro-3-(1-methylethyl)-6-nitro-1H-2,1,3-benzothiadiazine-2,2-dioxide(1.67 g, 0.005 mol) prepared from 3,4-dihydro-3-(1-methylethyl)-6-nitro-1H-2,1,3-benzothiadiazine-2,2-dioxide (prepared from 4-nitroaniline and isopropyl sulfamoyl chloride by methods described above was dissolved in absolute ethanol (50 ml) and hydrogenated at 60 psi in the presence of 5% palladium on charcoal (0.2 g). After 1 hour and no further hydrogen uptake, the catalyst was filtered, washed with e... Reactants: COCC(=O)Cl, CCN(C(C)C)C(C)C, ClCCl, Cc1ccc(-n2nc(C(C)(C)C)cc2NC(=O)Nc2ccc(OCCn3cnc(N)c3)c3ccccc23)cc1. Yields the product COCC(=O)Nc1cn(CCOc2ccc(NC(=O)Nc3cc(C(C)(C)C)nn3-c3ccc(C)cc3)c3ccccc23)cn1. RXN SMILES: [CH3:49][O:50][CH2:51][C:52](=[O:53])[Cl:54].[CH:40]([N:41]([CH2:42][CH3:43])[CH:44]([CH3:45])[CH3:46])([CH3:47])[CH3:48].[Cl:55][CH2:56][Cl:57].[NH2:1][c:2]1[n:3][cH:4][n:5]([CH2:7][CH2:8][O:9][c:10]2[cH:11][cH:12][c:13]([NH:20][C:21](=[O:22])[NH:23][c:24]3[cH:25][c:26]([C:36]([CH3:37])([CH3:38])[CH3:39])[n:27][n:28]3-[c:29]3[cH:30][cH:31][c:32]([CH3:35])[cH:33][cH:34]3)[c:14]3[cH:15][cH:16][cH:17][cH:18][c:19]23)[cH:6]1>>[NH:1]([c:2]1[n:3][cH:4][n:5]([CH2:7][CH2:8][O:9][c:10]2[cH:11][cH:12][c:13]([NH:20][C:21](=[O:22])[NH:23][c:24]3[cH:25][c:26]([C:36]([CH3:37])([CH3:38])[CH3:39])[n:27][n:28]3-[c:29]3[cH:30][cH:31][c:32]([CH3:35])[cH:33][cH:34]3)[c:14]3[cH:15][cH:16][cH:17][cH:18][c:19]23)[cH:6]1)[C:52]([CH2:51][O:50][CH3:49])=[O:53]. Reactants: C(#N)[BH3-].[Na+] (sodium cyanoborohydride), CN(C1(CCNCC1)C1=CC=CC=C1)C (N,N-dimethyl-4-phenylpiperidine-4-amine), CN(C(OC(C)(C)C)=O)CC=O (tert-butyl methyl(2-oxoethyl)carbamate), C(#N)[BH3-].[Na+] (sodium cyanoborohydride). Run in C(C)(=O)O (acetic acid), C(C)(=O)O (acetic acid), CO.C(Cl)(Cl)Cl (MeOH CHCl3), CO (methanol). Reaction conditions: temperature 0 celsius, time 10 minute. Product: CN(C1(CCN(CC1)CCN(C(OC(C)(C)C)=O)C)C1=CC=CC=C1)C (tert-Butyl 2-(4-(dimethylamino)-4-phenylpiperidin-1-yl)ethyl(methyl)-carbamate). Reaction SMILES: [CH3:1][N:2]([CH3:15])[C:3]1([C:9]2[CH:14]=[CH:13][CH:12]=[CH:11][CH:10]=2)[CH2:8][CH2:7][NH:6][CH2:5][CH2:4]1.[CH3:16][N:17]([CH2:25][CH:26]=O)[C:18](=[O:24])[O:19][C:20]([CH3:23])([CH3:22])[CH3:21].C([BH3-])#N.[Na+]>CO.C(O)(=O)C.CO.C(Cl)(Cl)Cl>[CH3:1][N:2]([CH3:15])[C:3]1([C:9]2[CH:14]=[CH:13][CH:12]=[CH:11][CH:10]=2)[CH2:4][CH2:5][N:6]([CH2:26][CH2:25][N:17]([CH3:16])[C:18](=[O:24])[O:19][C:20]([CH3:22])([CH3:21])[CH3:23])[CH2:7][CH2:8]1 |f:2.3,6.7|. Procedure details: 7 g (1 equiv.) of N,N-dimethyl-4-phenylpiperidine-4-amine were added in portions to a solution of 6.5 g (1.5 equiv.) of tert-butyl methyl(2-oxoethyl)carbamate in 60 ml of methanol. The reaction mixture was cooled to 0° C., 3.97 g (2.5 equiv.) of sodium cyanoborohydride were added in portions, and stirring was then carried out for 10 minutes at room temperature. The resulting reaction mixture was adjusted to a pH of ˜5 by means of acetic acid and was stirred for 12 hours at room temperature. The ...